Dataset: the Open Reaction Database (ORD), a public repository of structured organic reaction records. Task: describe an organic reaction: reactants, conditions, products, and yield Reactants: CC1=C2C(=NC=C1)C=1C=CC=CC1C2=O (4-methyl-5H-indeno[3,2-b]-pyridin-5-one), [OH-].[Na+] (sodium hydroxide), [N+](=O)(O)[O-] (nitric acid), ice. The solvent is S(O)(O)(=O)=O (sulfuric acid), S(O)(O)(=O)=O (sulfuric acid). Reaction conditions: temperature 25 celsius, time 14 hour. Product: CC1=C2C(=NC=C1)C=1C=CC(=CC1C2=O)[N+](=O)[O-] (4-methyl-7-nitro-5H- indeno[3,2-b]pyridin-5-one). The yield is 67.0%. Reaction SMILES: [N+:1]([O-:4])(O)=[O:2].[CH3:5][C:6]1[CH:11]=[CH:10][N:9]=[C:8]2[C:12]3[CH:13]=[CH:14][CH:15]=[CH:16][C:17]=3[C:18](=[O:19])[C:7]=12.[OH-].[Na+]>S(=O)(=O)(O)O>[CH3:5][C:6]1[CH:11]=[CH:10][N:9]=[C:8]2[C:12]3[CH:13]=[CH:14][C:15]([N+:1]([O-:4])=[O:2])=[CH:16][C:17]=3[C:18](=[O:19])[C:7]=12 |f:2.3|. Reported procedure: A mixture of 35.2 ml of 98.9% strength sulfuric acid with 35.2 ml of 99% strength nitric acid was added dropwise at from +5° to 10° C. to a solution of 15.6 g (0.08 mol) of 4-methyl-5H-indeno[3,2-b]-pyridin-5-one in 35.2 ml of conc. sulfuric acid in the course of 1 hour. After stirring at 25° C. for 14 hours and additionally stirring at 70° C. for 4 hours, the mixture was cooled to 20° C., stirred into 500 g of ice and brought to pH 10 with a 50% strength aqueous sodium hydroxide solution. The m... Starting materials: C1(CCC2=CC=CC=C12)=O (1-indanone), NO (hydroxylamine). The product is C1(CCC2=CC=CC=C12)=NO (1-indanone oxime). Reaction SMILES: [C:1]1(=O)[C:9]2[C:4](=[CH:5][CH:6]=[CH:7][CH:8]=2)[CH2:3][CH2:2]1.[NH2:11][OH:12]>>[C:1]1(=[N:11][OH:12])[C:9]2[C:4](=[CH:5][CH:6]=[CH:7][CH:8]=2)[CH2:3][CH2:2]1. Procedure details: In Step 1 a 1-indanone is treated with a hydroxylamine and a base to produce a 1-indanone oxime. In Step 2 the oxime is hydrogenated to produce a corresponding primary amine, both R and S forms. In Step 3 the primary amine is then added to D-N-acetyl-3,4-dimethoxyphenylalanine in alcohol to produce the (R,R) and (R,S) salts of the primary amine. The (R,S) salt crystallizes first and the (R,R) salt is soluble. These are separated by filtration. The mother liquor, on concentrating and cooling prec... The reactants are CN1CCCC1C(=O)Nc1cccc(-c2nc(Nc3ccc4c(cnn4C(=O)OC(C)(C)C)c3)c3ccccc3n2)c1, ClCCl. The product is CN1CCCC1C(=O)Nc1cccc(-c2nc(Nc3ccc4[nH]ncc4c3)c3ccccc3n2)c1. Reaction SMILES: [CH3:1][N:2]1[CH:3]([C:7](=[O:8])[NH:9][c:10]2[cH:11][c:12](-[c:16]3[n:17][c:18]4[cH:19][cH:20][cH:21][cH:22][c:23]4[c:24]([NH:26][c:27]4[cH:28][c:29]5[cH:30][n:31][n:32]([C:36]([O:37][C:38]([CH3:39])([CH3:40])[CH3:41])=[O:42])[c:33]5[cH:34][cH:35]4)[n:25]3)[cH:13][cH:14][cH:15]2)[CH2:4][CH2:5][CH2:6]1.[Cl:43][CH2:44][Cl:45]>>[CH3:1][N:2]1[CH:3]([C:7](=[O:8])[NH:9][c:10]2[cH:11][c:12](-[c:16]3[n:17][c:18]4[cH:19][cH:20][cH:21][cH:22][c:23]4[c:24]([NH:26][c:27]4[cH:28][c:29]5[cH:30][n:31][nH:32][c:33]5[cH:34][cH:35]4)[n:25]3)[cH:13][cH:14][cH:15]2)[CH2:4][CH2:5][CH2:6]1. Conditions: temperature 150 celsius. Reported procedure: 180 mg 4-[7-Chloro-2-(4-methoxy-benzyl)-1-oxo-1,2-dihydro-isoquinoline-6-sulfinyl]-piperidine-1-carboxylic acid tert-butyl ester (289) were dissolved in 2 ml of TFA and heated in a microwave at 150° C. for 40 min in total. After evaporation the mixture was dissolved in 1 N HCl and extracted with dichloromethane and lyophilized. 58 mg of 7-Chloro-6-(piperidine-4-sulfinyl)-2H-isoquinolin-1-one could be obtained as the hydrochloride. Rt=0.78 min (Method B). Detected mass: 311.1/313.1 (M+H+). Yields the product ClC1=C(C=C2C=CNC(C2=C1)=O)S(=O)C1CCNCC1 (7-Chloro-6-(piperidine-4-sulfinyl)-2H-isoquinolin-1-one). The yield is 55.1%. RXN SMILES: C(OC([N:8]1[CH2:13][CH2:12][CH:11]([S:14]([C:16]2[CH:17]=[C:18]3[C:23](=[CH:24][C:25]=2[Cl:26])[C:22](=[O:27])[N:21](CC2C=CC(OC)=CC=2)[CH:20]=[CH:19]3)=[O:15])[CH2:10][CH2:9]1)=O)(C)(C)C>C(O)(C(F)(F)F)=O>[Cl:26][C:25]1[CH:24]=[C:23]2[C:18]([CH:19]=[CH:20][NH:21][C:22]2=[O:27])=[CH:17][C:16]=1[S:14]([CH:11]1[CH2:12][CH2:13][NH:8][CH2:9][CH2:10]1)=[O:15]. Solvent: C(=O)(C(F)(F)F)O (TFA). Starting materials: C(C)(C)(C)OC(=O)N1CCC(CC1)S(=O)C=1C=C2C=CN(C(C2=CC1Cl)=O)CC1=CC=C(C=C1)OC (4-[7-Chloro-2-(4-methoxy-benzyl)-1-oxo-1,2-dihydro-isoquinoline-6-sulfinyl]-piperidine-1-carboxylic acid tert-butyl ester).